describe an organic reaction: reactants, conditions, products, and yield From a dataset of the Open Reaction Database (ORD), a public repository of structured organic reaction records. Reactants: CCO, O=Cc1c(Cl)ccnc1Cl, Cl, NO, [Na+], [OH-], O. The product is ON=Cc1c(Cl)ccnc1Cl. Reaction SMILES: [CH3:16][CH2:17][OH:18].[Cl:1][c:2]1[n:3][cH:4][cH:5][c:6]([Cl:10])[c:7]1[CH:8]=[O:9].[ClH:11].[NH2:12][OH:13].[Na+:15].[OH-:14].[OH2:19]>>[Cl:1][c:2]1[n:3][cH:4][cH:5][c:6]([Cl:10])[c:7]1[CH:8]=[N:12][OH:13]. Reactants: Cl.NC1=CC=C(C=C1)NC(C1=CC(=CC=C1)NC1=NC(=NC(=C1)N)N)=O (N-(4-Aminophenyl)-3-[(2,6-diamino-4-pyrimidinyl)amino]-benzamide hydrochloride), ClC1=CC=NC2=CC=C(C=C12)[N+](=O)[O-] (4-chloro-6-nitroquinoline), CO.CCOC(=O)C (MeOH EtOAc), Cl (HCl). Solvent: CCO (EtOH), O (H2O), CCOC(=O)C (EtOAc). Run at temperature 20 celsius. Yields the product Cl.Cl.NC1=NC(=CC(=N1)NC=1C=C(C(=O)NC2=CC=C(C=C2)NC2=CC=NC3=CC=C(C=C23)[N+](=O)[O-])C=CC1)N (3-[(2,6-diamino-4-pyrimidinyl)amino]-N-{4-[(6-nitro-4-quinolinyl)amino]phenyl}benzamide dihydrochloride). As a reaction SMILES: [ClH:1].[NH2:2][C:3]1[CH:8]=[CH:7][C:6]([NH:9][C:10](=[O:26])[C:11]2[CH:16]=[CH:15][CH:14]=[C:13]([NH:17][C:18]3[CH:23]=[C:22]([NH2:24])[N:21]=[C:20]([NH2:25])[N:19]=3)[CH:12]=2)=[CH:5][CH:4]=1.[Cl:27][C:28]1[C:37]2[C:32](=[CH:33][CH:34]=[C:35]([N+:38]([O-:40])=[O:39])[CH:36]=2)[N:31]=[CH:30][CH:29]=1.Cl.CO.CCOC(C)=O>CCO.O.CCOC(C)=O>[ClH:27].[ClH:1].[NH2:25][C:20]1[N:19]=[C:18]([NH:17][C:13]2[CH:12]=[C:11]([CH:16]=[CH:15][CH:14]=2)[C:10]([NH:9][C:6]2[CH:7]=[CH:8][C:3]([NH:2][C:28]3[C:37]4[C:32](=[CH:33][CH:34]=[C:35]([N+:38]([O-:40])=[O:39])[CH:36]=4)[N:31]=[CH:30][CH:29]=3)=[CH:4][CH:5]=2)=[O:26])[CH:23]=[C:22]([NH2:24])[N:21]=1 |f:0.1,4.5,9.10.11|. Procedure details: To a solution of amine B6 (204 mg, 0.55 mmol) in EtOH (20 mL) and H2O (10 mL) was added 4-chloro-6-nitroquinoline (126 mg, 0.61 mmol) and stirred until it dissolved, then 2 drops of c.HCl was added. The reaction mixture was refluxed for 4 h, diluted with EtOAc, brought to boil and cool to 20° C. The resulting precipitate was filtered and recrystallized from MeOH/EtOAc to give Cpd. RRR1 (224 mg 70%); m.p. (MeOH/EtOAc)>300° C.; 1H NMR [(CD3)2SO] δ 14.75 (br, 1 H, N+H), 11.50 (br, 1 H, N+H), 11.10 ... The reactants are C[Si](C)(C)C#C (trimethylsilylacetylene), C([O-])([O-])=O.[K+].[K+] (potassium carbonate), BrC=1C=C(C=CC1)NC=1C=2C=C3C(=CC2N=CN1)OCCOCCOCCO3 ((3-Bromo-phenyl)-(7,8,10,11,13,14-hexahydro-6,9,12,15-tetraoxa-1,3-diaza-cyclododeca[b]naphthalen-4-yl)-amine), BrC=1C=C(C=CC1)NC=1C=2C=C3C(=CC2N=CN1)OCCOCCOCCO3 ((3-Bromo-phenyl)-(7,8,10,11,13,14-hexahydro-6,9,12,15-tetraoxa-1,3-diaza-cyclododeca[b]naphthalen-4-yl)-amine). The reagents and catalysts are [Pd].C1(=CC=CC=C1)P(C1=CC=CC=C1)C1=CC=CC=C1.C1(=CC=CC=C1)P(C1=CC=CC=C1)C1=CC=CC=C1.C1(=CC=CC=C1)P(C1=CC=CC=C1)C1=CC=CC=C1.C1(=CC=CC=C1)P(C1=CC=CC=C1)C1=CC=CC=C1 (Tetrakis(triphenylphosphine) palladium), [Cu]I (copper (I) iodide). The solvent is CN(C)C=O (DMF). Product: C(#C)C=1C=C(C=CC1)NC=1C=2C=C3C(=CC2N=CN1)OCCOCCOCCO3 ((3-Ethynyl-phenyl)(7,8,10,11,13,14-hexahydro-6,9,12,15-tetraoxa-1,3-diazacyclododeca[b]naphthalen-4-yl)-amine). The yield is 10.2%. RXN SMILES: Br[C:2]1[CH:3]=[C:4]([NH:8][C:9]2[C:10]3[CH:11]=[C:12]4[O:28][CH2:27][CH2:26][O:25][CH2:24][CH2:23][O:22][CH2:21][CH2:20][O:19][C:13]4=[CH:14][C:15]=3[N:16]=[CH:17][N:18]=2)[CH:5]=[CH:6][CH:7]=1.C[Si]([C:33]#[CH:34])(C)C.C(=O)([O-])[O-].[K+].[K+]>CN(C=O)C.[Pd].C1(P(C2C=CC=CC=2)C2C=CC=CC=2)C=CC=CC=1.C1(P(C2C=CC=CC=2)C2C=CC=CC=2)C=CC=CC=1.C1(P(C2C=CC=CC=2)C2C=CC=CC=2)C=CC=CC=1.C1(P(C2C=CC=CC=2)C2C=CC=CC=2)C=CC=CC=1.[Cu]I>[C:33]([C:2]1[CH:3]=[C:4]([NH:8][C:9]2[C:10]3[CH:11]=[C:12]4[O:28][CH2:27][CH2:26][O:25][CH2:24][CH2:23][O:22][CH2:21][CH2:20][O:19][C:13]4=[CH:14][C:15]=3[N:16]=[CH:17][N:18]=2)[CH:5]=[CH:6][CH:7]=1)#[CH:34] |f:2.3.4,6.7.8.9.10|. Reported procedure: (3-Bromo-phenyl)-(7,8,10,11,13,14-hexahydro-6,9,12,15-tetraoxa-1,3-diaza-cyclododeca[b]naphthalen-4-yl)-amine (Compound 10) (10 mg, 0.5 mmol) was dissolved in DMF (10 mL). Tetrakis(triphenylphosphine) palladium (20 mg), trimethylsilylacetylene (70 microliter, 0.65 mmol), potassium carbonate (10 mg) and copper (I) iodide (5 mg) was added under nitrogen atmosphere. The reaction mixture was refluxed for about 3 h and then the reaction cooled and concentrated in vacuo, to afford a residue, which was... The reactants are Cc1[nH]cc(NC(=O)CCl)c1C(=O)c1ccccc1, COS(=O)(=O)OC, CCC(C)=O, [K+], [K+], O=C([O-])[O-]. Yields the product Cc1c(C(=O)c2ccccc2)c(NC(=O)CCl)cn1C. RXN SMILES: [C:1]([c:2]1[cH:3][cH:4][cH:5][cH:6][cH:7]1)(=[O:8])[c:9]1[c:10]([NH:15][C:16]([CH2:17][Cl:18])=[O:19])[cH:11][nH:12][c:13]1[CH3:14].[CH3:26][O:27][S:28]([O:29][CH3:30])(=[O:31])=[O:32].[CH3:33][CH2:34][C:35](=[O:36])[CH3:37].[K+:20].[K+:21].[O-:22][C:23]([O-:24])=[O:25]>>[C:1]([c:2]1[cH:3][cH:4][cH:5][cH:6][cH:7]1)(=[O:8])[c:9]1[c:10]([NH:15][C:16]([CH2:17][Cl:18])=[O:19])[cH:11][n:12]([CH3:23])[c:13]1[CH3:14].